This data is from the Open Reaction Database (ORD), a public repository of structured organic reaction records. The task is: describe an organic reaction: reactants, conditions, products, and yield The reactants are CS(=O)(=O)Cl, COc1ncc(B2OC(C)(C)C(C)(C)O2)cc1N, c1ccncc1. Product: COc1ncc(B2OC(C)(C)C(C)(C)O2)cc1NS(C)(=O)=O. Reaction SMILES: [CH3:19][S:20]([Cl:21])(=[O:22])=[O:23].[CH3:1][O:2][c:3]1[n:4][cH:5][c:6]([B:10]2[O:11][C:12]([CH3:17])([CH3:18])[C:13]([CH3:15])([CH3:16])[O:14]2)[cH:7][c:8]1[NH2:9].[cH:24]1[cH:25][cH:26][n:27][cH:28][cH:29]1>>[CH3:1][O:2][c:3]1[n:4][cH:5][c:6]([B:10]2[O:11][C:12]([CH3:17])([CH3:18])[C:13]([CH3:15])([CH3:16])[O:14]2)[cH:7][c:8]1[NH:9][S:20]([CH3:19])(=[O:22])=[O:23].